Dataset: the Open Reaction Database (ORD), a public repository of structured organic reaction records. Task: describe an organic reaction: reactants, conditions, products, and yield Starting materials: BrCc1cccc(Br)c1, O=C([O-])[O-], O=C(O)C(F)(F)F, O=C(O)C(F)(F)F, [K+], [K+], Nc1nc(N)c2nc(CN3CCNCC3)nnc2n1, CN(C)C=O. The product is Nc1nc(N)c2nc(CN3CCN(Cc4cccc(Br)c4)CC3)nnc2n1. Reaction SMILES: [Br:27][c:28]1[cH:29][c:30]([CH2:31][Br:32])[cH:33][cH:34][cH:35]1.[C:36](=[O:37])([O-:38])[O-:39].[F:20][C:21]([F:22])([F:23])[C:24]([OH:25])=[O:26].[F:42][C:43]([F:44])([F:45])[C:46]([OH:47])=[O:48].[K+:40].[K+:41].[N:1]1([CH2:7][c:8]2[n:9][n:10][c:11]3[c:12]([n:13]2)[c:14]([NH2:19])[n:15][c:16]([NH2:18])[n:17]3)[CH2:2][CH2:3][NH:4][CH2:5][CH2:6]1.[O:49]=[CH:50][N:51]([CH3:52])[CH3:53]>>[N:1]1([CH2:7][c:8]2[n:9][n:10][c:11]3[c:12]([n:13]2)[c:14]([NH2:19])[n:15][c:16]([NH2:18])[n:17]3)[CH2:2][CH2:3][N:4]([CH2:31][c:30]2[cH:29][c:28]([Br:27])[cH:35][cH:34][cH:33]2)[CH2:5][CH2:6]1. Reactants: C1(CCCCC1)C(=O)Cl (cyclohexanecarbonylchloride), N[C@@H](CC1=CC=CC=C1)C(=O)C(Cl)C(=O)C(C([C@@H](N)CC1=CC=CC=C1)=O)Cl (L-phenylalanylchloromethylketone), C([O-])([O-])=O.[K+].[K+] (potassium carbonate). Solvent: C(Cl)Cl (CH2Cl2), O (water). Reaction conditions: temperature -10 celsius, time 2 hour. Yields the product C1(CCCCC1)C(=O)N[C@@H](CC1=CC=CC=C1)C(=O)C(Cl)C(=O)C(C([C@@H](NC(=O)C1CCCCC1)CC1=CC=CC=C1)=O)Cl (N-Cyclohexanoyl-L-Phenylalanylchloromethylketone). The yield is 162.5%. As a reaction SMILES: [NH2:1][C@H:2]([C:10]([CH:12]([C:14]([CH:16]([Cl:28])[C:17](=[O:27])[C@H:18]([CH2:20][C:21]1[CH:26]=[CH:25][CH:24]=[CH:23][CH:22]=1)[NH2:19])=[O:15])[Cl:13])=[O:11])[CH2:3][C:4]1[CH:9]=[CH:8][CH:7]=[CH:6][CH:5]=1.[C:29](=[O:32])([O-])[O-].[K+].[K+].[CH:35]1([C:41](Cl)=[O:42])[CH2:40][CH2:39][CH2:38][CH2:37][CH2:36]1>C(Cl)Cl.O>[CH:35]1([C:41]([NH:19][C@H:18]([C:17]([CH:16]([C:14]([CH:12]([Cl:13])[C:10](=[O:11])[C@H:2]([CH2:3][C:4]2[CH:5]=[CH:6][CH:7]=[CH:8][CH:9]=2)[NH:1][C:29]([CH:4]2[CH2:9][CH2:8][CH2:7][CH2:6][CH2:5]2)=[O:32])=[O:15])[Cl:28])=[O:27])[CH2:20][C:21]2[CH:26]=[CH:25][CH:24]=[CH:23][CH:22]=2)=[O:42])[CH2:40][CH2:39][CH2:38][CH2:37][CH2:36]1 |f:1.2.3|. Procedure details: A cooled (−10° C.) mixture containing L-phenylalanylchloromethylketone (3.2 mmole) in CH2Cl2 (30 ml) and potassium carbonate (10 mmole) in water (10 ml) was treated with cyclohexanecarbonylchloride (3.2 mmole). The resulting mixture was stirred for two hours at ambient temperature. The organic layer was separated, washed with water (3×20 ml) and dried over anhydrous magnesium sulfate. Filtration and concentration in vacuo gave the titled compound as a cream colored solid (2.6 mmole, 81%). Starting materials: CC(C(N1CCOCC1)C1=CC=C(C=C1)O)C (4-(2-methyl-1-morpholinopropyl) phenol), [C-]#N.[K+] (potassium cyanide), [OH-].[Na+] (sodium hydroxide). Run in O (water). The product is OC1=CC=C(C=C1)C(C#N)C(C)C (2-(4-hydroxyphenyl)-3-methylbutyronitrile). The yield is 97.0%. Reaction SMILES: [CH3:1][CH:2]([CH3:17])[CH:3]([C:10]1[CH:15]=[CH:14][C:13]([OH:16])=[CH:12][CH:11]=1)N1CCOCC1.[C-:18]#[N:19].[K+].[OH-].[Na+]>O>[OH:16][C:13]1[CH:12]=[CH:11][C:10]([CH:3]([CH:2]([CH3:1])[CH3:17])[C:18]#[N:19])=[CH:15][CH:14]=1 |f:1.2,3.4|. Procedure details: A mixture of 4-(2-methyl-1-morpholinopropyl) phenol (2.35 g; 0.01 mol), potassium cyanide (1.6 g; 0.024 mol) and water (2.5 ml) is heated at 95°-100° C. for 17 hours. The reaction mixture is then cooled down, and added to about 35 ml of 5% sodium hydroxide. The aqueous solution is washed with ether (2×, 20 ml), and then its pH is adjusted to ~2 with 6 N hydrochloric acid. The acidified aqueous solution is extracted with ether (2×, 30 ml), the ethereal extracts are combined, washed with water, dr... Reactants: [Ba+2], CCCCO, O=C=O, [OH-], [OH-], O, CC(CCCC(C)C1CCC2C3CCC4CCCCC4(C)C3CCC12C)COP(=O)(Oc1ccccc1)Oc1ccccc1. The product is [Ba], CC(CCCC(C)C1CCC2C3CCC4CCCCC4(C)C3CCC12C)COP(=O)([O-])Oc1ccccc1. As a reaction SMILES: [Ba+2:46].[CH2:48]([OH:49])[CH2:50][CH2:51][CH3:52].[O:53]=[C:54]=[O:55].[OH-:45].[OH-:47].[OH2:56].[P:1](=[O:2])([O:3][c:4]1[cH:5][cH:6][cH:7][cH:8][cH:9]1)([O:10][c:11]1[cH:12][cH:13][cH:14][cH:15][cH:16]1)[O:17][CH2:18][CH:19]([CH3:20])[CH2:21][CH2:22][CH2:23][CH:24]([CH3:25])[CH:26]1[CH2:27][CH2:28][CH:29]2[CH:30]3[CH2:31][CH2:32][CH:33]4[CH2:34][CH2:35][CH2:36][CH2:37][C:38]4([CH3:39])[CH:40]3[CH2:41][CH2:42][C:43]12[CH3:44]>>[Ba:46].[P:1](=[O:2])([O:3][c:4]1[cH:5][cH:6][cH:7][cH:8][cH:9]1)([O-:10])[O:17][CH2:18][CH:19]([CH3:20])[CH2:21][CH2:22][CH2:23][CH:24]([CH3:25])[CH:26]1[CH2:27][CH2:28][CH:29]2[CH:30]3[CH2:31][CH2:32][CH:33]4[CH2:34][CH2:35][CH2:36][CH2:37][C:38]4([CH3:39])[CH:40]3[CH2:41][CH2:42][C:43]12[CH3:44]. Solvent: CO (methanol). Reactants: Cl (hydrochloric acid), aqueous solution, [OH-].[K+] (potassium hydroxide), OC1=C(C=CC(=C1CCC(C)C)OC)C(CCC1=CC=C(C=C1)OCC(=O)OC)=O (1-(2-hydroxy-4-methoxy-3-isopentylphenyl)-3-(4-methoxycarbonylmethoxyphenyl)-1-propanone). Procedure details: Then, 20.6 g of 1-(2-hydroxy-4-methoxy-3-isopentylphenyl)-3-(4-methoxycarbonylmethoxyphenyl)-1-propanone was dissolved in 100 ml of methanol, and 100 ml of a 5% aqueous solution of potassium hydroxide was added to the solution and the mixture was stirred at room temperature for 1 hour. After the reaction, the reaction mixture was made acidic by dilute hydrochloric acid, and the formed precipitate was recovered by filtration and recrystallized from benzene to obtain 15.2 g (yield=96.8%) of 1-(2-h... Reaction SMILES: [OH:1][C:2]1[C:7]([CH2:8][CH2:9][CH:10]([CH3:12])[CH3:11])=[C:6]([O:13][CH3:14])[CH:5]=[CH:4][C:3]=1[C:15](=[O:30])[CH2:16][CH2:17][C:18]1[CH:23]=[CH:22][C:21]([O:24][CH2:25][C:26]([O:28]C)=[O:27])=[CH:20][CH:19]=1.[OH-].[K+].Cl>CO>[OH:1][C:2]1[C:7]([CH2:8][CH2:9][CH:10]([CH3:12])[CH3:11])=[C:6]([O:13][CH3:14])[CH:5]=[CH:4][C:3]=1[C:15](=[O:30])[CH2:16][CH2:17][C:18]1[CH:19]=[CH:20][C:21]([O:24][CH2:25][C:26]([OH:28])=[O:27])=[CH:22][CH:23]=1 |f:1.2|. Conditions: time 1 hour. The product is OC1=C(C=CC(=C1CCC(C)C)OC)C(CCC1=CC=C(C=C1)OCC(=O)O)=O (1-(2-hydroxy-4-methoxy-3-isopentylphenyl)-3-(4-carboxymethoxyphenyl)-1-propanone). The yield is 76.4%. Reactants: CCOC(=O)C(C)(C)Br, CCO, SC1CCCCC1, [K+], [OH-]. Product: CCOC(=O)C(C)(C)SC1CCCCC1. As a reaction SMILES: [Br:10][C:11]([C:12](=[O:13])[O:14][CH2:15][CH3:16])([CH3:17])[CH3:18].[CH3:19][CH2:20][OH:21].[CH:1]1([SH:7])[CH2:2][CH2:3][CH2:4][CH2:5][CH2:6]1.[K+:9].[OH-:8]>>[CH:1]1([S:7][C:11]([C:12](=[O:13])[O:14][CH2:15][CH3:16])([CH3:17])[CH3:18])[CH2:2][CH2:3][CH2:4][CH2:5][CH2:6]1. Starting materials: C1(CCCCCC1)N1C(=CC2=C1N=C(N=C2)NC2=NC=C(C=C2)N2C[C@H]1[C@@H](CC2=O)CNC1)C(=O)N(C)C (7-cycloheptyl-N,N-dimethyl-2-(5-((3aS,7aR)-6-oxotetrahydro-1H-pyrrolo[3,4-c]pyridin-5(6H,7H,7aH)-yl)pyridin-2-ylamino)-7H-pyrrolo[2,3-d]pyrimidine-6-carboxamide), aquous solution, C=O (formaldehyde), [Na] (sodium). Run in C1CCOC1 (THF). Reaction conditions: time 5 minute. Product: C1(CCCCCC1)N1C(=CC2=C1N=C(N=C2)NC2=NC=C(C=C2)N2C[C@H]1[C@@H](CC2=O)CN(C1)C)C(=O)N(C)C (7-cycloheptyl-N,N-dimethyl-2-(5-((3aS,7a R)-2-methyl-6-oxotetrahydro-1H-pyrrolo[3,4-c]pyridin-5(6H,7H,7aH)-yl)pyridin-2-ylamino)-7H-pyrrolo[2,3-d]pyrimidine-6-carboxamide). The yield is 98.6%. Reaction SMILES: [CH:1]1([N:8]2[C:12]3[N:13]=[C:14]([NH:17][C:18]4[CH:23]=[CH:22][C:21]([N:24]5[C:29](=[O:30])[CH2:28][C@H:27]6[CH2:31][NH:32][CH2:33][C@H:26]6[CH2:25]5)=[CH:20][N:19]=4)[N:15]=[CH:16][C:11]=3[CH:10]=[C:9]2[C:34]([N:36]([CH3:38])[CH3:37])=[O:35])[CH2:7][CH2:6][CH2:5][CH2:4][CH2:3][CH2:2]1.[CH2:39]=O.[Na]>C1COCC1>[CH:1]1([N:8]2[C:12]3[N:13]=[C:14]([NH:17][C:18]4[CH:23]=[CH:22][C:21]([N:24]5[C:29](=[O:30])[CH2:28][C@H:27]6[CH2:31][N:32]([CH3:39])[CH2:33][C@H:26]6[CH2:25]5)=[CH:20][N:19]=4)[N:15]=[CH:16][C:11]=3[CH:10]=[C:9]2[C:34]([N:36]([CH3:38])[CH3:37])=[O:35])[CH2:7][CH2:6][CH2:5][CH2:4][CH2:3][CH2:2]1 |^1:40|. Procedure details: To a solution of 7-cycloheptyl-N,N-dimethyl-2-(5-((3aS,7aR)-6-oxotetrahydro-1H-pyrrolo[3,4-c]pyridin-5(6H,7H,7aH)-yl)pyridin-2-ylamino)-7H-pyrrolo[2,3-d]pyrimidine-6-carboxamide (from example 89, enantiomer-2) (66 mg, 0.128 mmol, 1 eq) in THF (2.0 mL) was added 37% aquous solution of formaldehyde (0.048 mL, 0.639 mmol, 5 eq). The reaction mixture was stirred at room temperature for 5 minutes. Solid sodium triacetoxyhydroborate (81 mg, 0.383 mmol, 3 eq was added into the mixture. The reaction was... Starting materials: [H-].[Na+] (sodium hydride), CC1=NNC(=N1)SCCCO (3-methyl-5-(3-hydroxypropylthio)-1,2,4-triazole), CS(=O)C1=NC=CC(=N1)NC(=NCC(F)(F)F)N (2-methylsulphinyl-4-(2-[2,2,2-trifluoroethyl]guanidino)pyrimidine), CCOC(=O)C (EtOAc). Solvent: C(C)(C)(C)O (t-butanol). The product is O.C(\C=C/C(=O)O)(=O)O.CC1=NNC(=N1)SCCCOC1=NC=CC(=N1)NC(=NCC(F)(F)F)N.CC1=NNC(=N1)SCCCOC1=NC=CC(=N1)NC(=NCC(F)(F)F)N.C(\C=C/C(=O)O)(=O)O (3-methyl-5-(3-[4-(2-[2,2,2-trifluoroethyl]guanidino)pyrimid-2-yloxy]propylthio)-1,2,4-triazole hydrogen maleate hemihydrate). RXN SMILES: [H-].[Na+].[CH3:3][C:4]1[N:8]=[C:7]([S:9][CH2:10][CH2:11][CH2:12][OH:13])[NH:6][N:5]=1.CS([C:17]1[N:22]=[C:21]([NH:23][C:24]([NH2:31])=[N:25][CH2:26][C:27]([F:30])([F:29])[F:28])[CH:20]=[CH:19][N:18]=1)=[O:16].CC[O:34][C:35]([CH3:37])=[O:36]>C(O)(C)(C)C>[OH2:13].[C:12]([OH:13])(=[O:16])/[CH:11]=[CH:10]\[C:35]([OH:34])=[O:36].[CH3:3][C:4]1[N:8]=[C:7]([S:9][CH2:10][CH2:11][CH2:12][O:13][C:17]2[N:22]=[C:21]([NH:23][C:24]([NH2:31])=[N:25][CH2:26][C:27]([F:28])([F:29])[F:30])[CH:20]=[CH:19][N:18]=2)[NH:6][N:5]=1.[CH3:3][C:4]1[N:8]=[C:7]([S:9][CH2:10][CH2:11][CH2:12][O:13][C:17]2[N:22]=[C:21]([NH:23][C:24]([NH2:31])=[N:25][CH2:26][C:27]([F:28])([F:29])[F:30])[CH:20]=[CH:19][N:18]=2)[NH:6][N:5]=1.[C:35]([OH:34])(=[O:36])/[CH:37]=[CH:11]\[C:12]([OH:13])=[O:16] |f:0.1,6.7.8.9.10|. Procedure: To a solution of sodium hydride (50% w/w dispersion in mineral oil; 0.04 g.) in t-butanol (5 ml.) was added 3-methyl-5-(3-hydroxypropylthio)-1,2,4-triazole (0.17 g.) and 2-methylsulphinyl-4-(2-[2,2,2-trifluoroethyl]guanidino)pyrimidine (0.14 g.) (European patent publication No. 30092). The mixture was heated under reflux for 3 hours and evaporated to dryness. The residue was partitioned between EtOAc and 2N aqueous hydrochloric acid. The acid extract was basified with 2N aqueous sodium hydroxide... Reported procedure: Into a 1 l four-necked flask, 10.0 g of hydroxyethyl methacrylate, 40.0 g of isobutyl methacrylate, 10.0 g of 2,2'-azobisisobutylnitrile (AIBN), 5.0 g of n-dodecylmercaptan and 500 ml of dioxane were charged, dissolved and stirred. Then, stirring was continued under a nitrogen stream at 70° C. for 6 hours. The reaction solution was put into n-hexane to precipitate the resin. Purification was repeated with tetrahydrofuran/n-hexane, and then vacuum drying was conducted at 40° C. to obtain a resin ... Isolated yield 119.5%. Solvent: CCCCCC (n-hexane). Starting materials: C(C(=C)C)(=O)OCCO (hydroxyethyl methacrylate), C(C(=C)C)(=O)OCC(C)C (isobutyl methacrylate), 2,2'-azobisisobutylnitrile, C(CCCCCCCCCCC)S (n-dodecylmercaptan), O1CCOCC1 (dioxane), polystyrene. Yields the product C(C(=C)C)(=O)OCCO.C(C(=C)C)(=O)OCC(C)C (hydroxyethyl methacrylate isobutyl methacrylate). RXN SMILES: [C:1]([O:6][CH2:7][CH2:8][OH:9])(=[O:5])[C:2]([CH3:4])=[CH2:3].[C:10]([O:15][CH2:16][CH:17]([CH3:19])[CH3:18])(=[O:14])[C:11]([CH3:13])=[CH2:12].C(S)CCCCCCCCCCC.O1CCOCC1>CCCCCC>[C:1]([O:6][CH2:7][CH2:8][OH:9])(=[O:5])[C:2]([CH3:4])=[CH2:3].[C:10]([O:15][CH2:16][CH:17]([CH3:19])[CH3:18])(=[O:14])[C:11]([CH3:13])=[CH2:12] |f:5.6|.